Dataset: the Open Reaction Database (ORD), a public repository of structured organic reaction records. Task: describe an organic reaction: reactants, conditions, products, and yield Reactants: BrC(CC)C=1C(=C(C(=CC1)Cl)C(=O)C1=CC=CC=C1)F ([3-(1-bromo-propyl)-6-chloro-2-fluoro-phenyl]-phenyl-methanone), CC(CO)(C)N (2-methyl-2-aminopropanol). Solvent: CN(C)C=O (DMF). Product: C(C1=CC=CC=C1)(=O)C=1C(=C(C=CC1Cl)C(CC)NC(CO)(C)C)F (2-{[1-(3-benzoyl-4-chloro-2-fluorophenyl)-propyl]amino}-2-methylpropan-1-ol). RXN SMILES: Br[CH:2]([C:5]1[C:6]([F:20])=[C:7]([C:12]([C:14]2[CH:19]=[CH:18][CH:17]=[CH:16][CH:15]=2)=[O:13])[C:8]([Cl:11])=[CH:9][CH:10]=1)[CH2:3][CH3:4].[CH3:21][C:22]([NH2:26])([CH3:25])[CH2:23][OH:24]>CN(C=O)C>[C:12]([C:7]1[C:6]([F:20])=[C:5]([CH:2]([NH:26][C:22]([CH3:25])([CH3:21])[CH2:23][OH:24])[CH2:3][CH3:4])[CH:10]=[CH:9][C:8]=1[Cl:11])(=[O:13])[C:14]1[CH:19]=[CH:18][CH:17]=[CH:16][CH:15]=1. Procedure details: Step 3 A solution of [3-(1-bromo-propyl)-6-chloro-2-fluoro-phenyl]-phenyl-methanone (50 mg; 0.14 mmol) and 2-methyl-2-aminopropanol (30 μl; 2 equiv.) in DMF (1 ml) was stirred at room temperature for 72 hours then partitioned between Et2O and brine. The Et2O later was separated, dried (Na2SO4), filtered and evaporated. The crude material was purified by flash column chromatography using gradient elution from 0-10% MeOH/DCM. Product containing fractions were combined, treated with saturated HCl/E... RXN SMILES: CC1=CC=C(N)N=C1.[C-]#[N+]C1CCCCC1.O=CC1=C(C=CC=C1)N1CCOCC1>>CC1=CN2C(C=C1)=NC(=C2NC1CCCCC1)C1=CC=CC=C1N1CCOCC1. Yields the product Cc1ccc2nc(c3ccccc3N3CCOCC3)c(NC3CCCCC3)n2c1. The solvent is CC(C)O (isopropyl alcohol), CC(C)O (isopropylalcohol). The reagents and catalysts are O=C(O)C(F)(F)F (trifluoroacetic acid). Run at temperature 22 celsius, time 20 hour. Reactants: C1COCCN1c1ccccc1C=O, CC1=CN=C(C=C1)N, [C-]#[N+]C1CCCCC1. The yield is 8.6%. The product is ClC1=CC=C(C(=O)N(C2=CC=C(C=C2)OC)CCCCCCCCC(=O)O)C=C1 (9-[4-Chloro-N-(4-methoxyphenyl)-benzamido]pelargonic acid). Run in CO (methanol). RXN SMILES: C[O:2][C:3](=[O:30])[CH2:4][CH2:5][CH2:6][CH2:7][CH2:8][CH2:9][CH2:10][CH2:11][N:12]([C:22]1[CH:27]=[CH:26][C:25]([O:28][CH3:29])=[CH:24][CH:23]=1)[C:13](=[O:21])[C:14]1[CH:19]=[CH:18][C:17]([Cl:20])=[CH:16][CH:15]=1.[OH-].[Na+]>CO>[Cl:20][C:17]1[CH:16]=[CH:15][C:14]([C:13]([N:12]([CH2:11][CH2:10][CH2:9][CH2:8][CH2:7][CH2:6][CH2:5][CH2:4][C:3]([OH:30])=[O:2])[C:22]2[CH:27]=[CH:26][C:25]([O:28][CH3:29])=[CH:24][CH:23]=2)=[O:21])=[CH:19][CH:18]=1 |f:1.2|. Reported procedure: As described in example 1(b), the reaction is carried out with 2.8 g (6.5 mmol) of 9-[4-chloro-N-(4-methoxyphenyl)-benzamido]-pelargonic acid methyl ester, 0.3 g (7.8 mmol) of sodium hydroxide and 50 cc. of methanol. Reaction time: 42 hours, reaction temperature: 25° C. Starting materials: COC(CCCCCCCCN(C(C1=CC=C(C=C1)Cl)=O)C1=CC=C(C=C1)OC)=O (9-[4-chloro-N-(4-methoxyphenyl)-benzamido]-pelargonic acid methyl ester), [OH-].[Na+] (sodium hydroxide). Reactants: C1(=CC=CC=C1)O (phenol), [OH-].[Na+] (NaOH), C1=CC=C(C=C1)[C@@H]2[C@H](O2)CO ((2R, 3R)-3-Phenylglycidol), [OH-].[Na+] (NaOH). Run in O (water), ice water. Reaction conditions: time 1 hour. Product: O(C1=CC=CC=C1)[C@H]([C@@H](CO)O)C1=CC=CC=C1 ((2R, 3S)-3-phenoxy-3-phenylpropane-1,2-diol). The yield is 38.1%. As a reaction SMILES: [C:1]1([OH:7])[CH:6]=[CH:5][CH:4]=[CH:3][CH:2]=1.[OH-].[Na+].[CH:10]1[CH:15]=[CH:14][C:13]([C@H:16]2[O:18][C@@H:17]2[CH2:19][OH:20])=[CH:12][CH:11]=1>O>[O:7]([C@@H:16]([C:13]1[CH:14]=[CH:15][CH:10]=[CH:11][CH:12]=1)[C@H:17]([OH:18])[CH2:19][OH:20])[C:1]1[CH:6]=[CH:5][CH:4]=[CH:3][CH:2]=1 |f:1.2|. Procedure details: A mixture of phenol (9.4 g), NaOH (1.33 g) and water (6.6 ml) was heated on a boiling water bath until the mixture became homogeneous. (2R, 3R)-3-Phenylglycidol (5.0 g) was added in small portions over a period of 10 minutes and the mixture was heated with stirring on a boiling water bath for 1 hr. The mixture was poured into a solution of NaOH (3.99 g) in ice water (75 ml) and extracted with ether (50 ml) 2 times. The ether solution was dried over anhydrous sodium sulfate and the solvent distil... Starting materials: FC1=CC=C(C=C1)C(C(=O)C1=CC=CC=C1)CC(C(C)C)=O (2-(4-fluorophenyl)-5-methyl1-phenyl-hexane-1,4-dione), CN (methylamine). Solvent: C(C)O (ethanol). Yields the product FC1=CC=C(C=C1)C1=C(N(C(=C1)C(C)C)C)C1=CC=CC=C1 (3-(4-Fluorophenyl)-5-isopropyl-1-methyl-2-phenyl-pyrrole). As a reaction SMILES: [F:1][C:2]1[CH:7]=[CH:6][C:5]([CH:8]([CH2:17][C:18](=O)[CH:19]([CH3:21])[CH3:20])[C:9]([C:11]2[CH:16]=[CH:15][CH:14]=[CH:13][CH:12]=2)=O)=[CH:4][CH:3]=1.[CH3:23][NH2:24]>C(O)C>[F:1][C:2]1[CH:7]=[CH:6][C:5]([C:8]2[CH:17]=[C:18]([CH:19]([CH3:21])[CH3:20])[N:24]([CH3:23])[C:9]=2[C:11]2[CH:16]=[CH:15][CH:14]=[CH:13][CH:12]=2)=[CH:4][CH:3]=1. Reported procedure: 2.98 g (10 mmol) of 2-(4-fluorophenyl)-5-methyl1-phenyl-hexane-1,4-dione (Example 2) are heated at 80° C. in 10 ml of 40% strength aqueous methylamine solution, and about 14 ml of ethanol are added so that a clear solution forms. The solution is heated under reflux for a further 30 minutes and, after cooling, the precipitate is filtered off with suction. This is washed with a little ethanol and dried over phosphorus pentoxide in a vacuum desiccator. The reactants are C(C)(=O)[O-].C(CCC)[Sn+](CCCC)CCCC (tributyltin acetate), P(OCC)(OCC)[O-] (diethyl phosphite). Run in C(C)(=O)OCC (ethyl acetate). The product is C(C)OP([O-])[O-].C(CCC)[Sn+2](CCCC)CCCC (tributyltin ethyl phosphite). Isolated yield 101.0%. RXN SMILES: C([O-])(=O)C.[CH2:5]([Sn+:9]([CH2:14][CH2:15][CH2:16][CH3:17])[CH2:10][CH2:11][CH2:12][CH3:13])[CH2:6][CH2:7][CH3:8].[P:18]([O-:25])([O:22]CC)[O:19][CH2:20][CH3:21]>C(OCC)(=O)C>[CH2:20]([O:19][P:18]([O-:25])[O-:22])[CH3:21].[CH2:14]([Sn+2:9]([CH2:5][CH2:6][CH2:7][CH3:8])[CH2:10][CH2:11][CH2:12][CH3:13])[CH2:15][CH2:16][CH3:17] |f:0.1,4.5|. Procedure details: In a 500 ml four-neck round-bottom flask having a thermometer, stirrer, standard taper glass stopper, stillhead with condenser, cooled distillate receiver and cold trap, 116.4 g of tributyltin acetate and 92 g of diethyl phosphite are heated with stirring to about 150° with ethyl acetate being distilled off. After a reaction time of 6 hours, of which one hour is under vacuum, ca. 5 mm Hg, the excess dimethyl phosphite is distilled off and 134 g of tributyltin ethyl phosphite are obtained. Starting materials: Fc1cc2nc(-c3ccc(Cl)cc3)n(C(COCC3CCCCC3)C3CCCCC3)c2cc1F, ClCCl, O. The product is O=CC(C1CCCCC1)n1c(-c2ccc(Cl)cc2)nc2cc(F)c(F)cc21. RXN SMILES: [Cl:1][c:2]1[cH:3][cH:4][c:5](-[c:8]2[n:9][c:10]3[c:11]([n:12]2[CH:13]([CH2:14][O:15][CH2:16][CH:17]2[CH2:18][CH2:19][CH2:20][CH2:21][CH2:22]2)[CH:23]2[CH2:24][CH2:25][CH2:26][CH2:27][CH2:28]2)[cH:29][c:30]([F:34])[c:31]([F:33])[cH:32]3)[cH:6][cH:7]1.[Cl:36][CH2:37][Cl:38].[OH2:35]>>[Cl:1][c:2]1[cH:3][cH:4][c:5](-[c:8]2[n:9][c:10]3[c:11]([n:12]2[CH:13]([CH:14]=[O:15])[CH:23]2[CH2:24][CH2:25][CH2:26][CH2:27][CH2:28]2)[cH:29][c:30]([F:34])[c:31]([F:33])[cH:32]3)[cH:6][cH:7]1. As a reaction SMILES: [Br:1][CH2:2][c:3]1[cH:4][cH:5][cH:6][cH:7][cH:8]1.[CH3:10][C:11]([O-:12])=[O:13].[CH3:14][C:15](=[O:16])[OH:17].[K+:9]>>[CH2:2]([c:3]1[cH:4][cH:5][cH:6][cH:7][cH:8]1)[O:13][C:11]([CH3:10])=[O:12]. Yields the product CC(=O)OCc1ccccc1. Starting materials: BrCc1ccccc1, CC(=O)[O-], CC(=O)O, [K+]. Reactants: CON=CC1=CC(=C(C=C1)[N+](=O)[O-])O (3-hydroxy-4-nitrobenzaldehyde O-methyloxime), N1C=NC=C1 (imidazole), C(C)(C)[Si](C(C)C)(C(C)C)Cl (triisopropylsilyl chloride). Reagents/catalysts: CN(C1=CC=NC=C1)C (4-(dimethylamino)pyridine). The solvent is CN(C=O)C (N,N-dimethylformamide), C(C)OCC (diethyl ether). Run at time 8 hour. The product is CON=CC1=CC(=C(C=C1)[N+](=O)[O-])O[Si](C(C)C)(C(C)C)C(C)C (4-nitro-3-[(triisopropylsilyl)oxy]benzaldehyde O-methyloxime). The yield is 70.4%. Reaction SMILES: [CH3:1][O:2][N:3]=[CH:4][C:5]1[CH:10]=[CH:9][C:8]([N+:11]([O-:13])=[O:12])=[C:7]([OH:14])[CH:6]=1.N1C=CN=C1.[CH:20]([Si:23](Cl)([CH:27]([CH3:29])[CH3:28])[CH:24]([CH3:26])[CH3:25])([CH3:22])[CH3:21]>CN(C)C=O.CN(C)C1C=CN=CC=1.C(OCC)C>[CH3:1][O:2][N:3]=[CH:4][C:5]1[CH:10]=[CH:9][C:8]([N+:11]([O-:13])=[O:12])=[C:7]([O:14][Si:23]([CH:27]([CH3:29])[CH3:28])([CH:24]([CH3:26])[CH3:25])[CH:20]([CH3:22])[CH3:21])[CH:6]=1. Procedure: To a solution of 3-hydroxy-4-nitrobenzaldehyde O-methyloxime (5.0 g, 25 mmol) in N,N-dimethylformamide (40 mL) is added imidazole (1.8 g, 27 mmol), followed by triisopropylsilyl chloride (6.0 mL, 28 mmol), and 4-(dimethylamino)pyridine (catalytic amount). After stirring overnight at room temperature, the reaction mixture is diluted with diethyl ether (200 mL) and then washed twice with water and once with saturated aqueous sodium chloride solution. The organic phase is then dried over anhydrous ...